From a dataset of the Open Reaction Database (ORD), a public repository of structured organic reaction records. describe an organic reaction: reactants, conditions, products, and yield The reactants are N(CC(=O)N[C@@H](CCCNC(N)=N)C(=O)O)C(=O)OC(C)(C)C (BOC-Gly-Arg), Cl (HCl), Cl.CC(=O)O (HCl AcOH). Solvent: CO (MeOH). Yields the product NCC(=O)N[C@@H](CCCNC(N)=N)C(=O)O (H-Gly-Arg). Isolated yield 189.9%. RXN SMILES: [NH:1](C(OC(C)(C)C)=O)[CH2:2][C:3]([NH:5][C@H:6]([C:14]([OH:16])=[O:15])[CH2:7][CH2:8][CH2:9][NH:10][C:11](=[NH:13])[NH2:12])=[O:4].Cl.Cl.CC(O)=O>CO>[NH2:1][CH2:2][C:3]([NH:5][C@H:6]([C:14]([OH:16])=[O:15])[CH2:7][CH2:8][CH2:9][NH:10][C:11](=[NH:12])[NH2:13])=[O:4] |f:2.3|. Procedure details: After 125.7 g (0.25 mol) of BOC-Gly-Arg-CHA.HCl was dissolved in a small amount of MeOH, 500 ml (0.10 mol) of 2N HCl/AcOH was added to the solution. The mixture was reacted at room temperature for an hour with stirring. After completion of the reaction, the reaction mixture was reprecipitated in 4.5 liters of ether. The precipitated crystals were taken by filtration and dried to give 109.8 g (100%) of H-Gly-Arg-CHA.2HCl. Starting materials: C(CCC)N1C(N(C(=CC1=O)NN)CC1=CC=C(C=C1)OC)=O (3-butyl-6-hydrazino-1-(4-methoxybenzyl)-uracil), CN=C=S (methyl isothiocyanate), C(C)O (ethanol). Run in CN(C)C=O (DMF). Product: C(CCC)N1C(N(C2=C(C1=O)C(=NN2)NC)CC2=CC=C(C=C2)OC)=O (5-Butyl-7-(4-methoxybenzyl)-3-methylaminopyrazolo[3,4-d]pyrimidine-4,6(5H,7H)-dione). Isolated yield 53.0%. Reaction SMILES: [CH2:1]([N:5]1[C:10](=[O:11])[CH:9]=[C:8]([NH:12][NH2:13])[N:7]([CH2:14][C:15]2[CH:20]=[CH:19][C:18]([O:21][CH3:22])=[CH:17][CH:16]=2)[C:6]1=[O:23])[CH2:2][CH2:3][CH3:4].[CH3:24][N:25]=[C:26]=S.C(O)C>CN(C=O)C>[CH2:1]([N:5]1[C:10](=[O:11])[C:9]2[C:24]([NH:25][CH3:26])=[N:13][NH:12][C:8]=2[N:7]([CH2:14][C:15]2[CH:16]=[CH:17][C:18]([O:21][CH3:22])=[CH:19][CH:20]=2)[C:6]1=[O:23])[CH2:2][CH2:3][CH3:4]. Procedure: A solution of 3-butyl-6-hydrazino-1-(4-methoxybenzyl)-uracil (2.0 g, 6.3 mM) and methyl isothiocyanate (1.36 ml, 20 mM) in DMF (20 ml) was stirred at 120° C. for 20 hours. To the solution was added ethanol (20 ml) and the mixture was cooled to give crude crystals. Recrystallization from DMF/ethanol gave colorless crystals (1.2 g, 53%), m.p. 292°-294° C.